Dataset: the Open Reaction Database (ORD), a public repository of structured organic reaction records. Task: describe an organic reaction: reactants, conditions, products, and yield Reactants: C1(CC1)N1C(C2=CC=C(C=C2C1)B1OC(C(O1)(C)C)(C)C)=O (2-Cyclopropyl-5-(4,4,5,5-tetramethyl-1,3,2-dioxaborolan-2-yl)isoindolin-1-one), BrC1=CC=C(CN2C(N(C(C2)=O)C)=O)C=C1 (1-(4-Bromobenzyl)-3-methylimidazolidine-2,4-dione), tris(dibenzylidineacetone)dipalladium, C1(CCCCC1)P(C1CCCCC1)C1CCCCC1 (tricyclohexylphosphine), P(=O)([O-])([O-])[O-].[K+].[K+].[K+] (potassium phosphate). Run in O1CCOCC1 (dioxane), O (water). Reaction conditions: temperature 130 celsius. The product is C1(CC1)N1C(C2=CC=C(C=C2C1)C1=CC=C(CN2C(N(C(C2)=O)C)=O)C=C1)=O (1-(4-(2-cyclopropyl-1-oxoisoindolin-5-yl)benzyl)-3-methylimidazolidine-2,4-dione). The yield is 54.6%. Reaction SMILES: [CH:1]1([N:4]2[CH2:12][C:11]3[C:6](=[CH:7][CH:8]=[C:9](B4OC(C)(C)C(C)(C)O4)[CH:10]=3)[C:5]2=[O:22])[CH2:3][CH2:2]1.Br[C:24]1[CH:38]=[CH:37][C:27]([CH2:28][N:29]2[CH2:33][C:32](=[O:34])[N:31]([CH3:35])[C:30]2=[O:36])=[CH:26][CH:25]=1.C1(P(C2CCCCC2)C2CCCCC2)CCCCC1.P([O-])([O-])([O-])=O.[K+].[K+].[K+]>O1CCOCC1.O>[CH:1]1([N:4]2[CH2:12][C:11]3[C:6](=[CH:7][CH:8]=[C:9]([C:24]4[CH:38]=[CH:37][C:27]([CH2:28][N:29]5[CH2:33][C:32](=[O:34])[N:31]([CH3:35])[C:30]5=[O:36])=[CH:26][CH:25]=4)[CH:10]=3)[C:5]2=[O:22])[CH2:2][CH2:3]1 |f:3.4.5.6|. Procedure details: 2-Cyclopropyl-5-(4,4,5,5-tetramethyl-1,3,2-dioxaborolan-2-yl)isoindolin-1-one (1A5) (3.34 mmol, 1.0 g), 1-(4-bromobenzyI)-3-methylimidazolidine-2,4-dione (1B6) (3.34 mmol, 0.946 g), tris(dibenzylidineacetone)dipalladium (0.167 mmol, 153 mg), tricyclohexylphosphine (0.401 mmol, 112 mg) and potassium phosphate (5.68 mmol, 1.2 mg) were suspended in a mixture of dioxane (10 ml) and water (5 ml) and heated at 130° C. in the microwave for 15 min. The reaction was quenched with sat. NaHCO3 and diluted ... Starting materials: compound [ 102-4 ], ClCC=1C(=NOC1C)C (4-(chloromethyl)-3,5-dimethylisoxazole), ClC1=C(CN2N=C(C3=CC=C(C=C23)CC(=O)O)C)C(=CC=C1)C (2-[1-(2-chloro-6-methylbenzyl)-3-methyl-1H-indazole-6-yl]acetic acid). The product is CC1=NOC(=C1CN1N=C(C2=CC=C(C=C12)CC(=O)O)C)C (2-[1-(3,5-dimethylisoxazole-4-ylmethyl)-3-methyl-1H-indazole-6-yl]acetic acid), C(C1=CC=CC=C1)N1C=CC2=CC=C(C=C12)CC(=O)O (2-(1-benzyl-1H-indole-6-yl)acetic acid). RXN SMILES: Cl[CH2:2][C:3]1[C:4]([CH3:9])=[N:5][O:6][C:7]=1[CH3:8].Cl[C:11]1[CH:31]=[CH:30][CH:29]=[C:28](C)[C:12]=1[CH2:13][N:14]1[C:22]2[C:17](=[CH:18][CH:19]=[C:20]([CH2:23][C:24]([OH:26])=[O:25])[CH:21]=2)[C:16]([CH3:27])=[N:15]1>>[CH3:9][C:4]1[C:3]([CH2:2][N:14]2[C:22]3[C:17](=[CH:18][CH:19]=[C:20]([CH2:23][C:24]([OH:26])=[O:25])[CH:21]=3)[C:16]([CH3:27])=[N:15]2)=[C:7]([CH3:8])[O:6][N:5]=1.[CH2:13]([N:14]1[C:22]2[C:17](=[CH:18][CH:19]=[C:20]([CH2:23][C:24]([OH:26])=[O:25])[CH:21]=2)[CH:16]=[CH:27]1)[C:12]1[CH:11]=[CH:31][CH:30]=[CH:29][CH:28]=1. Reported procedure: The titled compound (16.5 mg) as a white solid was prepared from the compound [102-4] obtained in the process (4) of Example 102 (21.0 mg) and 4-(chloromethyl)-3,5-dimethylisoxazole according to the method of the process (5) of Example 102. Starting materials: ClC=1C=CC(=C(C=O)C1)O (5-Chloro-2-hydroxy-benzaldehyde), IC(C)C (2-Iodo-propane), C(=O)([O-])[O-].[K+].[K+] (K2CO3). Run in CN(C)C=O (DMF). The product is ClC=1C=CC(=C(C=O)C1)OC(C)C (5-chloro-2-isopropoxy-benzaldehyde). The yield is 78.8%. Reaction SMILES: [Cl:1][C:2]1[CH:3]=[CH:4][C:5]([OH:10])=[C:6]([CH:9]=1)[CH:7]=[O:8].I[CH:12]([CH3:14])[CH3:13].C([O-])([O-])=O.[K+].[K+]>CN(C=O)C>[Cl:1][C:2]1[CH:3]=[CH:4][C:5]([O:10][CH:12]([CH3:14])[CH3:13])=[C:6]([CH:9]=1)[CH:7]=[O:8] |f:2.3.4|. Procedure: 5-Chloro-2-hydroxy-benzaldehyde (3 g, 19.16 mmol),2-Iodo-propane (4.88 g, 28.74 mmol) and K2CO3 (4 g, 28.74 mmol) was mixed in anhydrous DMF. The reaction tube was placed into the cavity of a focused monomode microwave reactor and the contents of the flask were irradiated for 30 min at 100° C. Then the solution was filtered and the filtration was concentrated to obtain the crude product (3 g). The crude product was used into next step reaction without further purification. Reactants: COC1=NC2=CC=CC=C2N=C1NC(OC1=CC=CC=C1)=O (Phenyl N-(2-methoxyquinoxalin-3-yl)carbamate), C(C)(C)C1=C(C=CC=C1)N1CCNCC1 (1-(2-isopropylphenyl)piperazine). Yields the product COC1=NC2=CC=CC=C2N=C1NC(=O)N1CCN(CC1)C1=C(C=CC=C1)C(C)C (1-[(2-Methoxyquinoxalin-3-yl)aminocarbonyl]-4-(2-isoprop-ylphenyl)piperazine). The yield is 77.5%. As a reaction SMILES: [CH3:1][O:2][C:3]1[C:12]([NH:13][C:14](=[O:22])OC2C=CC=CC=2)=[N:11][C:10]2[C:5](=[CH:6][CH:7]=[CH:8][CH:9]=2)[N:4]=1.[CH:23]([C:26]1[CH:31]=[CH:30][CH:29]=[CH:28][C:27]=1[N:32]1[CH2:37][CH2:36][NH:35][CH2:34][CH2:33]1)([CH3:25])[CH3:24]>>[CH3:1][O:2][C:3]1[C:12]([NH:13][C:14]([N:35]2[CH2:36][CH2:37][N:32]([C:27]3[CH:28]=[CH:29][CH:30]=[CH:31][C:26]=3[CH:23]([CH3:25])[CH3:24])[CH2:33][CH2:34]2)=[O:22])=[N:11][C:10]2[C:5](=[CH:6][CH:7]=[CH:8][CH:9]=2)[N:4]=1. Procedure: Phenyl N-(2-methoxyquinoxalin-3-yl)carbamate and 1-(2-isopropylphenyl)piperazine were reacted by the same way with the example 36 to obtain the titled compound. Starting materials: CC1(CC=C(C=2C=CC(=CC12)C#CC1=CC=C(C(=O)O)C=C1)C1=CC=CC=C1)C (4-[(7,8-dihydro-8,8-dimethyl-5-phenylnaphth-2-yl)ethynyl]benzoic acid), CC1(CC=C(C=2C=CC(=CC12)C#CC1=CC=C(C(=O)O)C=C1)C1=CC=CC=C1)C (4-[(7,8-dihydro-8,8-dimethyl-5-phenylnaphth-2-yl)ethynyl]benzoic acid), CC1(CC=C(C=2C=CC(=CC12)C#CC1=CC=C(C(=O)OCC)C=C1)C#CC)C (ethyl 4-[(7,8-dihydro-8,8-dimethyl-5-(1-propynyl)naphth-2-yl)ethynyl]benzoate), CC1(CC=C(C=2C=CC(=CC12)C#CC1=CC=C(C(=O)OCC)C=C1)C#CC)C (ethyl 4-[(7,8-dihydro-8,8-dimethyl-5-(1-propynyl)naphth-2-yl)ethynyl]benzoate). Yields the product CC1(CC=C(C=2C=CC(=CC12)C#CC1=CC=C(C(=O)O)C=C1)C#CC)C (4-[(7,8-dihydro-8,8-dimethyl-5-(1-propynyl)naphth-2-yl)ethynyl]benzoic acid). RXN SMILES: [CH3:1][C:2]1([CH3:29])[C:11]2[CH:10]=[C:9]([C:12]#[C:13][C:14]3[CH:22]=[CH:21][C:17]([C:18]([OH:20])=[O:19])=[CH:16][CH:15]=3)[CH:8]=[CH:7][C:6]=2[C:5]([C:23]2C=CC=[CH:25][CH:24]=2)=[CH:4][CH2:3]1.CC1(C)C2C=C(C#CC3C=CC(C(OCC)=O)=CC=3)C=CC=2C(C#CC)=CC1>>[CH3:1][C:2]1([CH3:29])[C:11]2[CH:10]=[C:9]([C:12]#[C:13][C:14]3[CH:15]=[CH:16][C:17]([C:18]([OH:20])=[O:19])=[CH:21][CH:22]=3)[CH:8]=[CH:7][C:6]=2[C:5]([C:23]#[C:24][CH3:25])=[CH:4][CH2:3]1. Procedure details: Employing the same general procedure as for the preparation of 4-[(7,8-dihydro-8,8-dimethyl-5-phenylnaphth-2-yl)ethynyl]benzoic acid (Compound 97), 75 mg (0.20 mmol) of ethyl 4-[(7,8-dihydro-8,8-dimethyl-5-(1-propynyl)naphth-2-yl)ethynyl]benzoate (Compound 92) was converted to the title compound (pale yellow solid) using 42 mg (2 ml, 1.0 mmol) of LiOH (0.5 M aqueous solution). The reactants are BrC1=CN=C2C(=N1)N(N=N2)CC=2C=C1C=CC=NC1=CC2 (6-((6-bromo-1H-[1,2,3]triazolo[4,5-b]pyrazin-1-yl)methyl)quinoline), CCOC(=O)C (EtOAc), C(CCC)[Sn](C=C)(CCCC)CCCC (tributyl(vinyl)stannane), [NH4+].[Cl-] (NH4Cl). The reagents and catalysts are C=1C=CC(=CC1)[P](C=2C=CC=CC2)(C=3C=CC=CC3)[Pd]([P](C=4C=CC=CC4)(C=5C=CC=CC5)C=6C=CC=CC6)([P](C=7C=CC=CC7)(C=8C=CC=CC8)C=9C=CC=CC9)[P](C=1C=CC=CC1)(C=1C=CC=CC1)C=1C=CC=CC1 (Pd(PPh3)4). Solvent: CN(C)C=O (DMF). Reaction conditions: temperature 120 celsius, time 20 minute. Product: C(=C)C1=CN=C2C(=N1)N(N=N2)CC=2C=C1C=CC=NC1=CC2 (6-((6-Vinyl-1H-[1,2,3]triazolo[4,5-b]pyrazin-1-yl)methyl)quinoline). Yield: 20.7%. As a reaction SMILES: Br[C:2]1[N:7]=[C:6]2[N:8]([CH2:11][C:12]3[CH:13]=[C:14]4[C:19](=[CH:20][CH:21]=3)[N:18]=[CH:17][CH:16]=[CH:15]4)[N:9]=[N:10][C:5]2=[N:4][CH:3]=1.[CH2:22]([Sn](CCCC)(CCCC)C=C)[CH2:23]CC.[NH4+].[Cl-].CCOC(C)=O>CN(C=O)C.C1C=CC([P]([Pd]([P](C2C=CC=CC=2)(C2C=CC=CC=2)C2C=CC=CC=2)([P](C2C=CC=CC=2)(C2C=CC=CC=2)C2C=CC=CC=2)[P](C2C=CC=CC=2)(C2C=CC=CC=2)C2C=CC=CC=2)(C2C=CC=CC=2)C2C=CC=CC=2)=CC=1>[CH:22]([C:2]1[N:7]=[C:6]2[N:8]([CH2:11][C:12]3[CH:13]=[C:14]4[C:19](=[CH:20][CH:21]=3)[N:18]=[CH:17][CH:16]=[CH:15]4)[N:9]=[N:10][C:5]2=[N:4][CH:3]=1)=[CH2:23] |f:2.3,^1:53,55,74,93|. Reported procedure: To a degassed solution 6-((6-bromo-1H-[1,2,3]triazolo[4,5-b]pyrazin-1-yl)methyl)quinoline (1200 mg, 3.52 mmol) in DMF (10 mL), was added Pd(PPh3)4 (610 mg, 0.528 mmol). The solution was stirred for 20 min, then tributyl(vinyl)stannane (1227 mg, 3.87 mmol) was added. The reaction mixture was heated to 120° C. for 5 h. NH4Cl(aq) was added to quench the reaction, followed by EtOAc. The reaction mixture was filtered through celite and the filtrate was washed with sat NaHCO3, sat NH4Cl. The organic l... Starting materials: C=CC(=O)OCC, CCOCC, CCO, CC(C)(C)OC(=O)N1CCNCC1. Product: CCOC(=O)CCN1CCN(C(=O)OC(C)(C)C)CC1. RXN SMILES: [C:14]([CH:15]=[CH2:16])(=[O:17])[O:18][CH2:19][CH3:20].[CH3:21][CH2:22][O:23][CH2:24][CH3:25].[CH3:26][CH2:27][OH:28].[N:1]1([C:7](=[O:8])[O:9][C:10]([CH3:11])([CH3:12])[CH3:13])[CH2:2][CH2:3][NH:4][CH2:5][CH2:6]1>>[N:1]1([C:7](=[O:8])[O:9][C:10]([CH3:11])([CH3:12])[CH3:13])[CH2:2][CH2:3][N:4]([CH2:16][CH2:15][C:14](=[O:17])[O:18][CH2:19][CH3:20])[CH2:5][CH2:6]1.